From a dataset of the Open Reaction Database (ORD), a public repository of structured organic reaction records. describe an organic reaction: reactants, conditions, products, and yield Product: C1N(CC2=CC=CC=C12)C1=NC=NC2=CC=C(C=C12)C=1C=C2C(=NC1)NC=C2 (4-(1,3-dihydroisoindol-2-yl)-6-(1H-pyrrolo[2,3-b]pyridin-5-yl)quinazoline). Reaction SMILES: [CH2:1]1[C:9]2[C:4](=[CH:5][CH:6]=[CH:7][CH:8]=2)[CH2:3][N:2]1[C:10]1[C:19]2[C:14](=[CH:15][CH:16]=[C:17]([C:20]3[CH:21]=[C:22]4[CH:28]=[CH:27][N:26]([Si](C(C)C)(C(C)C)C(C)C)[C:23]4=[N:24][CH:25]=3)[CH:18]=2)[N:13]=[CH:12][N:11]=1.[F-].[Cs+]>C(#N)C>[CH2:3]1[C:4]2[C:9](=[CH:8][CH:7]=[CH:6][CH:5]=2)[CH2:1][N:2]1[C:10]1[C:19]2[C:14](=[CH:15][CH:16]=[C:17]([C:20]3[CH:21]=[C:22]4[CH:28]=[CH:27][NH:26][C:23]4=[N:24][CH:25]=3)[CH:18]=2)[N:13]=[CH:12][N:11]=1 |f:1.2|. Procedure: 0.12 g of 4-(1,3-dihydroisoindol-2-yl)-6-(1-triisopropylsilanyl-1H-pyrrolo[2,3-b]-pyridin-5-yl)quinazoline and 0.05 g of caesium fluoride in 1 ml of acetonitrile are stirred at 25° C. in a flask until the reaction is complete (HPLC check about 24 hours). A precipitate precipitates out of the reaction solution. This is filtered off, rinsed with water and dried, giving 0.08 g of 4-(1,3-dihydroisoindol-2-yl)-6-(1H-pyrrolo[2,3-b]pyridin-5-yl)quinazoline (“A2”) as white solid (yield 95%, content 96%)... The yield is 95.3%. Starting materials: C1N(CC2=CC=CC=C12)C1=NC=NC2=CC=C(C=C12)C=1C=C2C(=NC1)N(C=C2)[Si](C(C)C)(C(C)C)C(C)C (4-(1,3-dihydroisoindol-2-yl)-6-(1-triisopropylsilanyl-1H-pyrrolo[2,3-b]-pyridin-5-yl)quinazoline), [F-].[Cs+] (caesium fluoride). The solvent is C(C)#N (acetonitrile). The reactants are Cl (hydrochloric acid), C(C)(=O)OC1=C(C=C(C=CC(=O)Cl)C=C1)OC (4-acetoxy-3-methoxycinnamoyl chloride), NCC12OC(C(CC1)(CC2)C)=O (1-aminomethyl-4-methyl-2-oxabicyclo[2.2.2]-octan-3-one), N1=CC=CC=C1 (pyridine), resultant solution. Product: CC12OC(C(CC1)(CC2)CNC(C=CC2=CC(=C(C=C2)OC(C)=O)OC)=O)=O (N-[1-(4-methyl-2-oxo-3-oxabicyclo[2.2.2]octanyl)methyl]-4-acetoxy-3-methoxycinnamamide). RXN SMILES: [C:1]([O:4][C:5]1[CH:15]=[CH:14][C:8]([CH:9]=[CH:10][C:11](Cl)=[O:12])=[CH:7][C:6]=1[O:16][CH3:17])(=[O:3])[CH3:2].N[CH2:19][C:20]12[CH2:27][CH2:26][C:23]([CH3:28])([CH2:24][CH2:25]1)[C:22](=[O:29])[O:21]2.Cl.[N:31]1C=CC=CC=1>>[CH3:19][C:20]12[CH2:27][CH2:26][C:23]([CH2:28][NH:31][C:11](=[O:12])[CH:10]=[CH:9][C:8]3[CH:14]=[CH:15][C:5]([O:4][C:1](=[O:3])[CH3:2])=[C:6]([O:16][CH3:17])[CH:7]=3)([CH2:24][CH2:25]1)[C:22](=[O:29])[O:21]2. Procedure details: 0.65 g of 4-acetoxy-3-methoxycinnamoyl chloride was added to a solution of 0.44 g of 1-aminomethyl-4-methyl-2-oxabicyclo[2.2.2]-octan-3-one (Example 30) in 10 ml of pyridine. The resultant solution was stirred at room temperature for 16 hours. After reaction, 30 ml of 2N hydrochloric acid was added to the reaction solution. The resultant solution was extracted five times with 20 ml of ethyl acetate. The organic layer obtained was washed three times with 2N hydrochloric acid, twice with an aqueou... Reactants: ClC1=CC(=C(C=C1)C#CCN1C(C=2C(C1=O)=CC=CC2)=O)C(C2=C(C=CC=C2)F)=O (1-[4-chloro-2-(2-fluorobenzoyl)phenyl]-3-phthalimidopropyne). The reagents and catalysts are [Ni] (Raney nickel). Solvent: O1CCCC1 (tetrahydrofuran). Product: ClC1=CC(=C(C=C1)CCCN1C(C=2C(C1=O)=CC=CC2)=O)C(C2=C(C=CC=C2)F)=O (1-[4-Chloro-2-(2-fluorobenzoyl)phenyl]-3-phthalimidopropane). RXN SMILES: [Cl:1][C:2]1[CH:7]=[CH:6][C:5]([C:8]#[C:9][CH2:10][N:11]2[C:15](=[O:16])[C:14]3=[CH:17][CH:18]=[CH:19][CH:20]=[C:13]3[C:12]2=[O:21])=[C:4]([C:22](=[O:30])[C:23]2[CH:28]=[CH:27][CH:26]=[CH:25][C:24]=2[F:29])[CH:3]=1>[Ni].O1CCCC1>[Cl:1][C:2]1[CH:7]=[CH:6][C:5]([CH2:8][CH2:9][CH2:10][N:11]2[C:12](=[O:21])[C:13]3=[CH:20][CH:19]=[CH:18][CH:17]=[C:14]3[C:15]2=[O:16])=[C:4]([C:22](=[O:30])[C:23]2[CH:28]=[CH:27][CH:26]=[CH:25][C:24]=2[F:29])[CH:3]=1. Procedure: A mixture of 9.6 g (23 mmole) of 1-[4-chloro-2-(2-fluorobenzoyl)phenyl]-3-phthalimidopropyne and 1 teaspoonful of Raney nickel in 70 ml of tetrahydrofuran was hydrogenated at room temperature and atmospheric pressure. When 1.05 L of hydrogen was absorbed the catalyst was separated by filtration and the filtrate was concentrated at reduced pressure to dryness. The residue crystallized from a mixture of ether and petroleum ether to give the product as a tan solid, mp 98°-99° C. The reactants are O=C([O-])[O-], O=C1c2ccccc2C(=O)N1CCCCBr, CN(C)C=O, [K+], [K+], Nc1nc(S)nc2c1nc(O)n2Cc1ccccc1. The product is Nc1nc(SCCCCN2C(=O)c3ccccc3C2=O)nc2c1nc(O)n2Cc1ccccc1. Reaction SMILES: [C:20](=[O:21])([O-:22])[O-:23].[C:26]1(=[O:41])[c:27]2[c:28]([cH:37][cH:38][cH:39][cH:40]2)[C:29](=[O:36])[N:30]1[CH2:31][CH2:32][CH2:33][CH2:34][Br:35].[CH3:42][N:43]([CH3:44])[CH:45]=[O:46].[K+:24].[K+:25].[NH2:1][c:2]1[c:3]2[n:4][c:5]([OH:19])[n:6]([CH2:12][c:13]3[cH:14][cH:15][cH:16][cH:17][cH:18]3)[c:7]2[n:8][c:9]([SH:11])[n:10]1>>[NH2:1][c:2]1[c:3]2[n:4][c:5]([OH:19])[n:6]([CH2:12][c:13]3[cH:14][cH:15][cH:16][cH:17][cH:18]3)[c:7]2[n:8][c:9]([S:11][CH2:34][CH2:33][CH2:32][CH2:31][N:30]2[C:26](=[O:41])[c:27]3[c:28]([cH:37][cH:38][cH:39][cH:40]3)[C:29]2=[O:36])[n:10]1. Starting materials: C(C)(=O)O[C@@H]1[C@H](O[C@H]([C@@H]([C@H]1OC(C)=O)OC(C)=O)C1=CC(=C(C=C1)Cl)CC1=CC(=C(C=C1)O)[N+](=O)[O-])COC(C)=O (acetic acid (2R,3R,4R,5S,6S)-3,4,5-triacetoxy-6-[4-chloro-3-(4-hydroxy-3-nitro-benzyl)-phenyl]-tetrahydro-pyran-2-ylmethyl ester). Reagents/catalysts: [Fe] (iron). Run in C(C)(=O)O (acetic acid). Run at temperature 60 celsius, time 15 minute. Yields the product C(C)(=O)O[C@@H]1[C@H](O[C@H]([C@@H]([C@H]1OC(C)=O)OC(C)=O)C1=CC(=C(C=C1)Cl)CC1=CC(=C(C=C1)O)N)COC(C)=O (acetic acid (2R,3R,4R,5S,6S)-3,4,5-triacetoxy-6-[3-(3-amino-4-hydroxy-benzyl)-4-chloro-phenyl]-tetrahydro-pyran-2-ylmethyl ester). The yield is 79.5%. As a reaction SMILES: [C:1]([O:4][C@H:5]1[C@H:10]([O:11][C:12](=[O:14])[CH3:13])[C@@H:9]([O:15][C:16](=[O:18])[CH3:17])[C@H:8]([C:19]2[CH:24]=[CH:23][C:22]([Cl:25])=[C:21]([CH2:26][C:27]3[CH:32]=[CH:31][C:30]([OH:33])=[C:29]([N+:34]([O-])=O)[CH:28]=3)[CH:20]=2)[O:7][C@@H:6]1[CH2:37][O:38][C:39](=[O:41])[CH3:40])(=[O:3])[CH3:2]>C(O)(=O)C.[Fe]>[C:1]([O:4][C@H:5]1[C@H:10]([O:11][C:12](=[O:14])[CH3:13])[C@@H:9]([O:15][C:16](=[O:18])[CH3:17])[C@H:8]([C:19]2[CH:24]=[CH:23][C:22]([Cl:25])=[C:21]([CH2:26][C:27]3[CH:32]=[CH:31][C:30]([OH:33])=[C:29]([NH2:34])[CH:28]=3)[CH:20]=2)[O:7][C@@H:6]1[CH2:37][O:38][C:39](=[O:41])[CH3:40])(=[O:3])[CH3:2]. Reported procedure: To a stirred solution of acetic acid (2R,3R,4R,5S,6S)-3,4,5-triacetoxy-6-[4-chloro-3-(4-hydroxy-3-nitro-benzyl)-phenyl]-tetrahydro-pyran-2-ylmethyl ester (1.71 g, 2.9 mmol) in glacial acetic acid (15 mL) was added iron powder (3.22 g, 57.7 mmol). After stirring at 60° C. for 15 min, the reaction mixture was filtered through a celite bed. The filtrate was concentrated under reduced pressure, and the resulting residue was taken up in ethyl acetate and the solution was washed with water, saturated ... Starting materials: C(#N)CC(=O)O (Cyanoacetic acid), C(=O)=O (carbon dioxide), C(=O)(OCC)C1CCNCC1 (4-Carboethoxypiperidine), C=O (formaldehyde). Run in O (water), O1CCOCC1 (dioxane). Run at time 12 hour. Yields the product C(=O)(OCC)C1CCN(CC1)CC(C#N)=C (2-(4-Carboethoxy-1-piperidylmethyl)propenenitrile). Reaction SMILES: [C:1]([CH2:3][C:4](O)=O)#[N:2].[C:7]([CH:12]1[CH2:17][CH2:16][NH:15][CH2:14][CH2:13]1)([O:9][CH2:10][CH3:11])=[O:8].C=O.[C:20](=O)=O>O.O1CCOCC1>[C:7]([CH:12]1[CH2:13][CH2:14][N:15]([CH2:20][C:3](=[CH2:4])[C:1]#[N:2])[CH2:16][CH2:17]1)([O:9][CH2:10][CH3:11])=[O:8]. Procedure: Cyanoacetic acid (8.6 g., 0.1 mole) was dissolved in 35 ml. of dioxane. 4-Carboethoxypiperidine (15.7 g., 0.1 mole) was added a precipitate rapidly formed. When one-half was added 10 ml. of water was then admixed and the temperature controlled below 24° C. until complete addition. With ice bath cooling, 37% aqueous formaldehyde (18 g., 0.2 mole) was dripped in over an 8-minute period and the temperature allowed to rise to 29° C. accompanied by vigorous carbon dioxide evolution. Two phases separa... As a reaction SMILES: [C:1](=[O:2])([C:3]([CH3:4])=[CH2:5])[O:6][CH2:7][CH2:8][CH2:9][S:10](=[O:11])(=[O:12])[O-:13].[CH2:37]([C:38]([CH3:39])=[O:40])[CH:41]([CH3:42])[CH3:43].[CH3:33][O-:34].[CH3:44][OH:45].[ClH:36].[Na+:35].[c:14]1([S+:20]([c:21]2[cH:22][cH:23][cH:24][cH:25][cH:26]2)[c:27]2[cH:28][cH:29][cH:30][cH:31][cH:32]2)[cH:15][cH:16][cH:17][cH:18][cH:19]1>>[OH:6][CH2:7][CH2:8][CH2:9][S:10](=[O:11])(=[O:12])[O-:13].[c:14]1([S+:20]([c:21]2[cH:22][cH:23][cH:24][cH:25][cH:26]2)[c:27]2[cH:28][cH:29][cH:30][cH:31][cH:32]2)[cH:15][cH:16][cH:17][cH:18][cH:19]1. Product: O=S(=O)([O-])CCCO, c1ccc([S+](c2ccccc2)c2ccccc2)cc1. Reactants: C=C(C)C(=O)OCCCS(=O)(=O)[O-], CC(=O)CC(C)C, C[O-], CO, Cl, [Na+], c1ccc([S+](c2ccccc2)c2ccccc2)cc1.